Dataset: the Open Reaction Database (ORD), a public repository of structured organic reaction records. Task: describe an organic reaction: reactants, conditions, products, and yield Starting materials: BrCC=1C=CC(=NC1)C1=C(C#N)C=CC=C1 (2-[5-(bromomethyl)pyridin-2-yl]benzonitrile), O=C(CC(=O)OC)CCCC (methyl 3-oxoheptanoate), C(C)(C)N(CC)C(C)C (diisopropylethylamine), [Cl-].[Li+] (lithium chloride). The solvent is O1CCCC1 (tetrahydrofuran), O (water). The product is C(#N)C1=C(C=CC=C1)C1=CC=C(C=N1)CC(C(=O)OC)C(CCCC)=O (methyl 2-{[6-(2-cyanophenyl)pyridin-3-yl]methyl}-3-oxoheptanoate). Isolated yield 51.0%. As a reaction SMILES: Br[CH2:2][C:3]1[CH:4]=[CH:5][C:6]([C:9]2[CH:16]=[CH:15][CH:14]=[CH:13][C:10]=2[C:11]#[N:12])=[N:7][CH:8]=1.[O:17]=[C:18]([CH2:24][CH2:25][CH2:26][CH3:27])[CH2:19][C:20]([O:22][CH3:23])=[O:21].C(N(C(C)C)CC)(C)C.[Cl-].[Li+]>O.O1CCCC1>[C:11]([C:10]1[CH:13]=[CH:14][CH:15]=[CH:16][C:9]=1[C:6]1[N:7]=[CH:8][C:3]([CH2:2][CH:19]([C:18](=[O:17])[CH2:24][CH2:25][CH2:26][CH3:27])[C:20]([O:22][CH3:23])=[O:21])=[CH:4][CH:5]=1)#[N:12] |f:3.4|. Procedure details: Process 1: Under argon atmosphere, tetrahydrofuran (900 mL) solution of 2-[5-(bromomethyl)pyridin-2-yl]benzonitrile (31.9 g, 117 mmol), methyl 3-oxoheptanoate (27.8 g, 176 mmol), diisopropylethylamine (31.0 g, 240 mmol), and lithium chloride (8.2 g, 193 mmol) was refluxed under heating for 23 hours. The reaction mixture was added water and extracted with ethyl acetate. The organic layer was combined, washed with water and brine, dried over anhydrous sodium sulfate, and concentrated in vacuo. The... The reactants are FC=1C=CC(=C(C1)S(=O)(=O)O)[N+](=O)[O-] (5-fluoro-2-nitro-benzenesulfonic acid), O=S(Cl)Cl (SOCl2). Run in CN(C)C=O (DMF). Product: FC=1C=CC(=C(C1)S(=O)(=O)Cl)[N+](=O)[O-] (5-Fluoro-2-nitro-benzenesulfonyl chloride). RXN SMILES: [F:1][C:2]1[CH:3]=[CH:4][C:5]([N+:12]([O-:14])=[O:13])=[C:6]([S:8](O)(=[O:10])=[O:9])[CH:7]=1.O=S(Cl)[Cl:17]>CN(C=O)C>[F:1][C:2]1[CH:3]=[CH:4][C:5]([N+:12]([O-:14])=[O:13])=[C:6]([S:8]([Cl:17])(=[O:10])=[O:9])[CH:7]=1. Reported procedure: In a similar fashion using route 39 general procedure 96, 5-fluoro-2-nitro-benzenesulfonic acid 450 (0.6 g, 2.71 mmol), SOCl2 (3.1 ml) and DMF (0.06 ml) at 90° C. for 3 h gave the title compound (3.4 g) which was used in the next step without further purification. The structure was confirmed by 1H NMR. Reactants: [Cl-].[NH4+] (ammonium chloride), C(C1=CC=CC=C1)(C1=CC=CC=C1)OC1=C(C=CC=C1)[N+](=O)[O-] (1-(Benzhydryloxy)-2-nitrobenzene), solution, C(=C)[Mg]Br (vinylmagnesium bromide). The solvent is O1CCCC1 (tetrahydrofuran), O1CCCC1 (tetrahydrofuran). Reaction conditions: time 50 minute. The product is C(C1=CC=CC=C1)(C1=CC=CC=C1)OC=1C=CC=C2C=CNC12 (7-(Benzhydryloxy)-1H-indole). As a reaction SMILES: [CH:1]([O:14][C:15]1[CH:20]=[CH:19][CH:18]=[CH:17][C:16]=1[N+:21]([O-])=O)([C:8]1[CH:13]=[CH:12][CH:11]=[CH:10][CH:9]=1)[C:2]1[CH:7]=[CH:6][CH:5]=[CH:4][CH:3]=1.[CH:24]([Mg]Br)=[CH2:25].[Cl-].[NH4+]>O1CCCC1>[CH:1]([O:14][C:15]1[CH:20]=[CH:19][CH:18]=[C:17]2[C:16]=1[NH:21][CH:25]=[CH:24]2)([C:8]1[CH:13]=[CH:12][CH:11]=[CH:10][CH:9]=1)[C:2]1[CH:7]=[CH:6][CH:5]=[CH:4][CH:3]=1 |f:2.3|. Procedure details: 11.95 mmol of the compound obtained in Step A above are dissolved, under an inert atmosphere, in 80 ml of anhydrous tetrahydrofuran. The temperature of the reaction mixture is then lowered to −40° C. and then 41.84 mmol of a 1M solution of vinylmagnesium bromide in tetrahydrofuran are added dropwise to the solution, which is then stirred for 2 hours 50 minutes from −40° C. to 0° C. The reaction mixture is then hydrolysed at 0° C. using 100 ml of a saturated aqueous ammonium chloride solution, an... Starting materials: ClC=1N=NC(=CC1)C1=C(C=CC=C1)Cl (3-chloro-6-(o-chlorophenyl)pyridazine), C(=O)NN (formylhydrazine). The solvent is C(CCC)O (butanol). The product is ClC1=C(C=CC=C1)C=1C=CC=2N(N1)C=NN2 (6-(o-chlorophenyl)-1,2,4-triazolo-[4,3-b]pyridazine). Reaction SMILES: Cl[C:2]1[N:3]=[N:4][C:5]([C:8]2[CH:13]=[CH:12][CH:11]=[CH:10][C:9]=2[Cl:14])=[CH:6][CH:7]=1.[CH:15]([NH:17][NH2:18])=O>C(O)CCC>[Cl:14][C:9]1[CH:10]=[CH:11][CH:12]=[CH:13][C:8]=1[C:5]1[CH:6]=[CH:7][C:2]2[N:3]([CH:15]=[N:17][N:18]=2)[N:4]=1. Procedure: A mixture of 5.67 g. of 3-chloro-6-(o-chlorophenyl)pyridazine, 3.03 g. of formylhydrazine in 50 ml. of butanol is refluxed 48 hrs. to give 2.3 g. of product as pale yellow crystals, m.p. 156°-158° C. Starting materials: ClCCl, O=C(O)C(F)(F)F, COc1ccc2nccc(C(O)CN3CCOC(CNC(=O)OC(C)(C)C)C3)c2c1. Yields the product COc1ccc2nccc(C(O)CN3CCOC(CN)C3)c2c1. As a reaction SMILES: [Cl:38][CH2:39][Cl:40].[F:1][C:2]([F:3])([F:4])[C:5]([OH:6])=[O:7].[OH:8][CH:9]([CH2:10][N:11]1[CH2:12][CH:13]([CH2:17][NH:18][C:19](=[O:20])[O:21][C:22]([CH3:23])([CH3:24])[CH3:25])[O:14][CH2:15][CH2:16]1)[c:26]1[cH:27][cH:28][n:29][c:30]2[cH:31][cH:32][c:33]([O:36][CH3:37])[cH:34][c:35]12>>[OH:8][CH:9]([CH2:10][N:11]1[CH2:12][CH:13]([CH2:17][NH2:18])[O:14][CH2:15][CH2:16]1)[c:26]1[cH:27][cH:28][n:29][c:30]2[cH:31][cH:32][c:33]([O:36][CH3:37])[cH:34][c:35]12. Starting materials: NC1C(CN(C1=O)C1=CC=CC=C1)C(=O)OCC (Ethyl 4-amino-5-oxo-1-phenyl-3-pyrrolidinecarboxylate), Cl.O (HCl H2O). Yields the product C1(=CC=CC=C1)N1C(C(CC1)=O)=O (1-Phenyl-2,3-pyrrolidinedione). RXN SMILES: N[CH:2]1[C:6](=[O:7])[N:5]([C:8]2[CH:13]=[CH:12][CH:11]=[CH:10][CH:9]=2)[CH2:4][CH:3]1C(OCC)=O.Cl.[OH2:20]>>[C:8]1([N:5]2[CH2:4][CH2:3][C:2](=[O:20])[C:6]2=[O:7])[CH:13]=[CH:12][CH:11]=[CH:10][CH:9]=1 |f:1.2|. Reported procedure: According to the procedure of Southwick [J. Org. Chem. 21, 1087 (1956)] the ethyl ester pyrrolidinone of Example S (1.0 g, 4.0 mmol) was suspended in 75 ml of 20% HCl/H2O and refluxed for 3.5 h The reaction was cooled and filtered and the filtrate was extracted with CHCl3 (4×150 ml). Concentration of the combined extracts gave an off-white solid (358 mg). 'NMR(300 MHZ, CDCl3) δ2.92 (t, 2H), 4.17 (t, 2H), 7.32 (t, 1H), 7.98 (t, 2H), 7.84 (d, 2H).